This data is from the Open Reaction Database (ORD), a public repository of structured organic reaction records. The task is: describe an organic reaction: reactants, conditions, products, and yield RXN SMILES: [CH2:1]([O:8][C:9]([N:11]1[CH2:19][CH2:18][CH:14]([C:15](Cl)=[O:16])[CH2:13][CH2:12]1)=[O:10])[C:2]1[CH:7]=[CH:6][CH:5]=[CH:4][CH:3]=1.[NH2:20][C:21]1[CH:26]=[CH:25][N:24]=[C:23]2[N:27]([C:30]([O:32][C:33]([CH3:36])([CH3:35])[CH3:34])=[O:31])[CH:28]=[CH:29][C:22]=12.C(N(C(C)C)CC)(C)C>C(#N)C>[C:33]([O:32][C:30]([N:27]1[C:23]2=[N:24][CH:25]=[CH:26][C:21]([NH:20][C:15]([CH:14]3[CH2:18][CH2:19][N:11]([C:9]([O:8][CH2:1][C:2]4[CH:7]=[CH:6][CH:5]=[CH:4][CH:3]=4)=[O:10])[CH2:12][CH2:13]3)=[O:16])=[C:22]2[CH:29]=[CH:28]1)=[O:31])([CH3:36])([CH3:34])[CH3:35]. Run at time 2 hour. The reactants are ice water, C(C1=CC=CC=C1)OC(=O)N1CCC(C(=O)Cl)CC1 (N-Benzyloxycarbonylisonipecotyl chloride), NC1=C2C(=NC=C1)N(C=C2)C(=O)OC(C)(C)C (4-amino-1-tert-butoxycarbonyl-1H-pyrrolo[2,3-b]pyridine), C(C)(C)N(CC)C(C)C (diisopropylethyamine). Yields the product C(C)(C)(C)OC(=O)N1C=CC=2C1=NC=CC2NC(=O)C2CCN(CC2)C(=O)OCC2=CC=CC=C2 (N-(1-tert-butoxycarbonyl-1H-pyrrolo-[2,3-b]pyridin-4-yl)-1-benzyloxycarbonyl-4-piperidinecarboxamide). The yield is 102.4%. The solvent is C(C)#N (acetonitrile). Procedure details: N-Benzyloxycarbonylisonipecotyl chloride (5 g) was added to a solution of 4-amino-1-tert-butoxycarbonyl-1H-pyrrolo[2,3-b]pyridine (3 g) and diisopropylethyamine (2.16 g) in acetonitrile (40 ml) and the mixture was stirred at room temperature for 2 hours. The reaction mixture was poured into ice-water and extracted with chloroform. The residue obtained by water washing, drying and then concentration under reduced pressure was purified by silica gel column chromatography to give 6.3 g of N-(1-tert... The reactants are ClC=1C=C(C(=NC1)OCC(=O)N1[C@@H](CN([C@H](C1)C)CC1=CC=C(C=C1)F)C)CC(=O)O ((5-chloro-2-{2-[4-(4-fluoro-benzyl)-(2R,5S)-2,5-dimethyl-piperazin-1-yl]-2-oxo-ethoxy}-pyridin-3-yl)-acetic acid), C1(CCCCC1)N=C=NC1CCCCC1 (1,3-dicyclohexylcarbodiimide), CS(=O)(=O)N (methanesulfonamide). The reagents and catalysts are CN(C1=CC=NC=C1)C (4-dimethylaminopyridine). Run in ClCCl (dichloromethane). Reaction conditions: time 20 minute. Yields the product ClC=1C=C(C(=NC1)OCC(=O)N1[C@@H](CN([C@H](C1)C)CC1=CC=C(C=C1)F)C)CC(=O)NS(=O)(=O)C (N-[(5-Chloro-2-{2-[4-(4-fluoro-benzyl)-(2R,5S)-2,5-dimethyl-piperazin-1-yl]-2-oxo-ethoxy}-pyridin-3-yl)-acetyl]-methanesulfonamide). The yield is 70.2%. Reaction SMILES: [Cl:1][C:2]1[CH:3]=[C:4]([CH2:28][C:29]([OH:31])=O)[C:5]([O:8][CH2:9][C:10]([N:12]2[CH2:17][C@H:16]([CH3:18])[N:15]([CH2:19][C:20]3[CH:25]=[CH:24][C:23]([F:26])=[CH:22][CH:21]=3)[CH2:14][C@H:13]2[CH3:27])=[O:11])=[N:6][CH:7]=1.C1(N=C=NC2CCCCC2)CCCCC1.[CH3:47][S:48]([NH2:51])(=[O:50])=[O:49]>ClCCl.CN(C)C1C=CN=CC=1>[Cl:1][C:2]1[CH:3]=[C:4]([CH2:28][C:29]([NH:51][S:48]([CH3:47])(=[O:50])=[O:49])=[O:31])[C:5]([O:8][CH2:9][C:10]([N:12]2[CH2:17][C@H:16]([CH3:18])[N:15]([CH2:19][C:20]3[CH:25]=[CH:24][C:23]([F:26])=[CH:22][CH:21]=3)[CH2:14][C@H:13]2[CH3:27])=[O:11])=[N:6][CH:7]=1. Procedure: To a solution of N-[(5-chloro-2-{2-[4-(4-fluoro-benzyl)-(2R,5S)-2,5-dimethyl-piperazin-1-yl]-2-oxo-ethoxy}-pyridin-3-yl)-acetic acid (0.045 g, 0.10 mmol) in dichloromethane (2 mL) was added 4-dimethylaminopyridine (0.018 g, 0.15 mmol), and 1,3-dicyclohexylcarbodiimide (0.023 g, 0.11 mmol). The resulting reaction mixture was stirred at ambient temperature for 20 minutes, and then treated with methanesulfonamide (0.011 g, 0.12 mmol). The reaction was stirred at ambient temperature for 18 hours, fi... Starting materials: COC(=O)C=C1CCC1, O=C1CCCC1. As a reaction SMILES: [C:1]1(=[CH:5][C:6](=[O:7])[O:8][CH3:9])[CH2:2][CH2:3][CH2:4]1.[O:10]=[C:11]1[CH2:12][CH2:13][CH2:14][CH2:15]1>>[C:1]1(=[CH:5][C:6](=[O:7])[O:8][CH3:9])[CH2:4][CH2:3][CH2:2][CH2:11]1. Product: COC(=O)C=C1CCCC1. Starting materials: COC(=O)c1ccc(C(=O)NC2CCN(C(C)C)CC2)n1Cc1cc(-c2ccc(Cl)s2)on1, O=C(O)C(F)(F)F, [Li+], [OH-]. The product is O=C(O)C(F)(F)F, CC(C)N1CCC(NC(=O)c2ccc(C(=O)O)n2Cc2cc(-c3ccc(Cl)s3)on2)CC1. RXN SMILES: [CH3:1][O:2][C:3](=[O:4])[c:5]1[n:6]([CH2:22][c:23]2[n:24][o:25][c:26](-[c:28]3[s:29][c:30]([Cl:33])[cH:31][cH:32]3)[cH:27]2)[c:7]([C:10]([NH:11][CH:12]2[CH2:13][CH2:14][N:15]([CH:18]([CH3:19])[CH3:20])[CH2:16][CH2:17]2)=[O:21])[cH:8][cH:9]1.[F:36][C:37]([C:38](=[O:39])[OH:40])([F:41])[F:42].[Li+:35].[OH-:34]>>[F:36][C:37]([C:38](=[O:39])[OH:40])([F:41])[F:42].[O:2]=[C:3]([OH:4])[c:5]1[n:6]([CH2:22][c:23]2[n:24][o:25][c:26](-[c:28]3[s:29][c:30]([Cl:33])[cH:31][cH:32]3)[cH:27]2)[c:7]([C:10]([NH:11][CH:12]2[CH2:13][CH2:14][N:15]([CH:18]([CH3:19])[CH3:20])[CH2:16][CH2:17]2)=[O:21])[cH:8][cH:9]1. The reactants are C(CC)N1C(C(C2=CC=CC=C12)=O)=O (1-propylindoline-2,3-dione), CC=1C=C2C(C(NC2=CC1)=O)=O (5-methyl isatin), BrCCC(C)C (1-bromo-3-methylbutane). Yields the product C(CC(C)C)N1C(C(C2=CC(=CC=C12)C)=O)=O (1-isopentyl-5-methylindoline-2,3-dione). RXN SMILES: C(N1[C:12]2[C:7](=[CH:8]C=CC=2)[C:6](=O)[C:5]1=O)CC.[CH3:15][C:16]1[CH:17]=[C:18]2[C:22](=[CH:23][CH:24]=1)[NH:21][C:20](=[O:25])[C:19]2=[O:26].BrCCC(C)C>>[CH2:5]([N:21]1[C:22]2[C:18](=[CH:17][C:16]([CH3:15])=[CH:24][CH:23]=2)[C:19](=[O:26])[C:20]1=[O:25])[CH2:6][CH:7]([CH3:12])[CH3:8]. Procedure: Made in an analogous fashion to 1-propylindoline-2,3-dione using commercially available 5-methyl isatin (purchased from Fisher Scientific) and 1-bromo-3-methylbutane (purchased from Fisher Scientific). 1H NMR δ 7.41 (m, 2H), 6.78 (d, 1H), 3.71 (t, 2H), 2.33 (s, 3H), 1.57 (m, 3H), 0.99 (d, 6H). Starting materials: C(=O)(O)COC1=C(C=CC(=C1)OC)[C@H]1[C@@H]([C@H](C2=CC=C(C=C12)OCCC)C1=CC2=C(C=C1)OCO2)C(=O)O ((+) (1S, 2R, 3S)-3-(2-carboxymethoxy-4-methoxyphenyl)-1-(3,4-methylenedioxyphenyl)-5-(prop-1-yloxy)indane-2-carboxylic acid), [OH-].[Na+] (sodium hydroxide). Solvent: C(C)O.O (ethanol water). Conditions: time 15 minute. Product: [Na+].[Na+].C(=O)(O)COC1=C(C=CC(=C1)OC)[C@H]1[C@@H]([C@H](C2=CC=C(C=C12)OCCC)C1=CC2=C(C=C1)OCO2)C(=O)[O-].C(=O)(O)COC2=C(C=CC(=C2)OC)[C@H]2[C@@H]([C@H](C1=CC=C(C=C21)OCCC)C2=CC1=C(C=C2)OCO1)C(=O)[O-] ((+) (1S, 2R, 3S)-3-(2-Carboxymethoxy-4-methoxyphenyl)-1-(3,4-methylenedioxyphenyl)-5-(prop-1-yloxy)indane-2-carboxylic acid disodium salt). Reaction SMILES: [C:1]([CH2:4][O:5][C:6]1[CH:11]=[C:10]([O:12][CH3:13])[CH:9]=[CH:8][C:7]=1[C@@H:14]1[C:22]2[C:17](=[CH:18][CH:19]=[C:20]([O:23][CH2:24][CH2:25][CH3:26])[CH:21]=2)[C@H:16]([C:27]2[CH:32]=[CH:31][C:30]3[O:33][CH2:34][O:35][C:29]=3[CH:28]=2)[C@H:15]1[C:36]([OH:38])=[O:37])([OH:3])=[O:2].[OH-].[Na+:40]>C(O)C.O>[Na+:40].[Na+:40].[C:1]([CH2:4][O:5][C:6]1[CH:11]=[C:10]([O:12][CH3:13])[CH:9]=[CH:8][C:7]=1[C@@H:14]1[C:22]2[C:17](=[CH:18][CH:19]=[C:20]([O:23][CH2:24][CH2:25][CH3:26])[CH:21]=2)[C@H:16]([C:27]2[CH:32]=[CH:31][C:30]3[O:33][CH2:34][O:35][C:29]=3[CH:28]=2)[C@H:15]1[C:36]([O-:38])=[O:37])([OH:3])=[O:2].[C:1]([CH2:4][O:5][C:6]1[CH:11]=[C:10]([O:12][CH3:13])[CH:9]=[CH:8][C:7]=1[C@@H:14]1[C:22]2[C:17](=[CH:18][CH:19]=[C:20]([O:23][CH2:24][CH2:25][CH3:26])[CH:21]=2)[C@H:16]([C:27]2[CH:32]=[CH:31][C:30]3[O:33][CH2:34][O:35][C:29]=3[CH:28]=2)[C@H:15]1[C:36]([O-:38])=[O:37])([OH:3])=[O:2] |f:1.2,3.4,5.6.7.8|. Reported procedure: A solution of (+) (1S, 2R, 3S)-3-(2-carboxymethoxy-4-methoxyphenyl)-1-(3,4-methylenedioxyphenyl)-5-(prop-1-yloxy)indane-2-carboxylic acid in absolute ethanol/water (12 to 1) was titrated to pH=11-12 with 1.25 N sodium hydroxide solution then after stirring for 15 minutes, concentrated to an oil. Absolute ethanol was added and the solution reconcentrated to a solid which was triturated with hexane, and filtered. The solid was dried to constant weight to afford (+) (1S, 2R, 3S)-3-(2-Carboxymethoxy... The reactants are BrCCCBr, CC(C)=O, COC(=O)CC#N, C1CCC2=NCCCN2CC1, CN(C)C=O. Product: COC(=O)C1(C#N)CCC1. Reaction SMILES: [Br:23][CH2:24][CH2:25][CH2:26][Br:27].[CH3:19][C:20](=[O:21])[CH3:22].[CH3:1][O:2][C:3](=[O:4])[CH2:5][C:6]#[N:7].[N:8]12[CH2:9][CH2:10][CH2:11][CH2:18][CH2:17][C:16]1=[N:15][CH2:14][CH2:13][CH2:12]2.[O:28]=[CH:29][N:30]([CH3:31])[CH3:32]>>[CH3:1][O:2][C:3](=[O:4])[C:5]1([C:6]#[N:7])[CH2:9][CH2:10][CH2:11]1.